This data is from the Open Reaction Database (ORD), a public repository of structured organic reaction records. The task is: describe an organic reaction: reactants, conditions, products, and yield The solvent is C(C)(C)O (isopropanol), O (water). Procedure details: A stirred suspension of m-cresyl 3-indolylglyoxylate (55.8 g.) and sodium borohydride (22.7 g.) in isopropanol (300 ml.) was slowly heated to reflux and held for 5 hours. The cooled mixture was diluted with water (2 l.), acidified with hydrochloric acid and extracted with dichloromethane. The extract was washed with sodium carbonate solution, dried and evaporated to give a mobile oil smelling strongly of cresol. This was distilled at 0.5 - 1 mm and the fraction collected at 160°-200° vapour temp... Starting materials: Cl (hydrochloric acid), C1(=CC=CC=C1O)C (cresol), N1C=C(C2=CC=CC=C12)C(C(=O)OC1=CC(=CC=C1)C)=O (m-cresyl 3-indolylglyoxylate), [BH4-].[Na+] (sodium borohydride). Yields the product C=1C=CC2=C(C1)C(=CN2)CCO (tryptophol). Conditions: time 5 hour. As a reaction SMILES: [NH:1]1[C:9]2[C:4](=[CH:5][CH:6]=[CH:7][CH:8]=2)[C:3]([C:10](=O)[C:11](OC2C=CC=C(C)C=2)=[O:12])=[CH:2]1.[BH4-].[Na+].Cl.C1(C)C(O)=CC=CC=1>C(O)(C)C.O>[CH:6]1[CH:7]=[CH:8][C:9]2[NH:1][CH:2]=[C:3]([CH2:10][CH2:11][OH:12])[C:4]=2[CH:5]=1 |f:1.2|. Reactants: C(C)(C)(C)OC(N[C@H](CC(CCC=C(C)C)C)C1OC(CC1)=O)=O ([(R)-3,7-Dimethyl-1-(5-oxo-tetrahydro-furan-2-yl)-oct-6-enyl]-carbamic acid tert-butyl ester), mixture, C1(=CC=CC=C1)P(C1=CC=CC=C1)C1=CC=CC=C1 (triphenylphosphine), C(=O)(O)[O-].[Na+] (NaHCO3), O=[O+][O-] (O3). Run in CO (MeOH), C(Cl)Cl (DCM), O=O (O2). Reaction conditions: time 4 hour. Product: C(C)(C)(C)OC(N[C@H](CC(CCC=O)C)C1OC(CC1)=O)=O ([(R)-3-Methyl-6-oxo-1-(5-oxo-tetrahydro-furan-2-yl)-hexyl]-carbamic acid tert-butyl ester). Reaction SMILES: [C:1]([O:5][C:6](=[O:24])[NH:7][C@@H:8]([CH:18]1[CH2:22][CH2:21][C:20](=[O:23])[O:19]1)[CH2:9][CH:10]([CH3:17])[CH2:11][CH2:12][CH:13]=C(C)C)([CH3:4])([CH3:3])[CH3:2].C([O-])(O)=[O:26].[Na+].O=[O+][O-].C1(P(C2C=CC=CC=2)C2C=CC=CC=2)C=CC=CC=1>O=O.CO.C(Cl)Cl>[C:1]([O:5][C:6](=[O:24])[NH:7][C@@H:8]([CH:18]1[CH2:22][CH2:21][C:20](=[O:23])[O:19]1)[CH2:9][CH:10]([CH3:17])[CH2:11][CH2:12][CH:13]=[O:26])([CH3:4])([CH3:3])[CH3:2] |f:1.2|. Reported procedure: A solution of 5.4 g (15.9 mmol) of [(R)-3,7-dimethyl-1-(5-oxo-tetrahydro-furan-2-yl)oct-6-enyl]-carbamic acid tert-butyl ester (preparation of aldehyde in step g of example 6) in a mixture 200 ml DCM and 10 ml MeOH is cooled to −70° C. After addition of 0.63 g (7.5 mmol) NaHCO3 a stream of O3 in O2 is passed through the stirred mixture till a blue color persists. The excess ozone is removed by passing through more oxygen. After addition of 5.0 g (19 mmol) triphenylphosphine the mixture is allowe... Starting materials: O=C([O-])O, COC(C)(C)CCCC(C)C(O)CO, [O-][I+3]([O-])([O-])O, [Na+], O. Product: COC(C)(C)CCCC(C)C=O. As a reaction SMILES: [C:20](=[O:21])([OH:22])[O-:23].[CH3:1][O:2][C:3]([CH2:4][CH2:5][CH2:6][CH:7]([CH:8]([CH2:9][OH:10])[OH:11])[CH3:12])([CH3:13])[CH3:14].[I+3:15]([OH:16])([O-:17])([O-:18])[O-:19].[Na+:24].[OH2:25]>>[CH3:1][O:2][C:3]([CH2:4][CH2:5][CH2:6][CH:7]([CH:8]=[O:11])[CH3:12])([CH3:13])[CH3:14].